Task: describe an organic reaction: reactants, conditions, products, and yield. Dataset: the Open Reaction Database (ORD), a public repository of structured organic reaction records Reactants: COC(=O)C1=CC=C(C=C1)N1N=CC(=C1SCCC)C(=O)O (1-(4-methoxycarbonylphenyl)-5-propylsulfanyl-pyrazole-4-carboxylic acid), COC(=O)C1=CC=C(C=C1)N1N=CC(=C1SCCC)C(=O)O (1-(4-methoxycarbonylphenyl)-5-propylsulfanyl-pyrazole-4-carboxylic acid), Cl.C12C(C3CC(CC(C1)C3)C2)N (2-adamantylamine hydrochloride), C=1C=CC2=C(C1)N=NN2O (HOBT), CCN(C(C)C)C(C)C (DIPEA), CCN=C=NCCCN(C)C (EDCI). Solvent: C(C)(=O)OCC (ethyl acetate), CN(C)C=O (DMF). Reaction conditions: time 18 hour. Product: C12C(C3CC(CC(C1)C3)C2)NC(=O)C=2C=NN(C2SCCC)C2=CC=C(C(=O)OC)C=C2 (Methyl 4-[4-(2-adamantylcarbamoyl)-5-propylsulfanyl-pyrazol-1-yl]benzoate). Reaction SMILES: [CH3:1][O:2][C:3]([C:5]1[CH:10]=[CH:9][C:8]([N:11]2[C:15]([S:16][CH2:17][CH2:18][CH3:19])=[C:14]([C:20]([OH:22])=O)[CH:13]=[N:12]2)=[CH:7][CH:6]=1)=[O:4].Cl.[CH:24]12[CH2:33][CH:28]3[CH2:29][CH:30]([CH2:32][CH:26]([CH2:27]3)[CH:25]1[NH2:34])[CH2:31]2.C1C=CC2N(O)N=NC=2C=1.CCN(C(C)C)C(C)C.CCN=C=NCCCN(C)C>CN(C=O)C.C(OCC)(=O)C>[CH:24]12[CH2:33][CH:28]3[CH2:29][CH:30]([CH2:32][CH:26]([CH2:27]3)[CH:25]1[NH:34][C:20]([C:14]1[CH:13]=[N:12][N:11]([C:8]3[CH:7]=[CH:6][C:5]([C:3]([O:2][CH3:1])=[O:4])=[CH:10][CH:9]=3)[C:15]=1[S:16][CH2:17][CH2:18][CH3:19])=[O:22])[CH2:31]2 |f:1.2|. Procedure: 1-(4-methoxycarbonylphenyl)-5-propylsulfanyl-pyrazole-4-carboxylic acid (Intermediate #7) (160 mg, 0.5 mmol), 2-adamantylamine hydrochloride (94 mg, 0.5 mmol), HOBT (81 mg, 0.6 mmol) and DIPEA (261 μL, 1.5 mmol) were dissolved in DMF (5 mL) and treated at ambient temperature with EDCI (115 mg, 0.6 mmol). The mixture was stirred at ambient for 18 h and then diluted with ethyl acetate (50 mL), washed with water (3×20 mL) and brine, dried (MgSO4) and evaporated to leave a white solid, which was pur... Reactants: P(Cl)(Cl)(Cl)(Cl)Cl (PCl5), P(Cl)(Cl)(Cl)(Cl)Cl (Phosphorus pentachloride), FC(C(=O)O)(C(C(C(C(C(C(C(C(F)(F)F)(F)F)(F)F)(F)F)(F)F)(F)F)(F)F)(F)F)F (perfluorodecanoic acid), Cl (HCl). Product: FC(C(=O)Cl)(C(C(C(C(C(C(C(C(F)(F)F)(F)F)(F)F)(F)F)(F)F)(F)F)(F)F)(F)F)F (perfluorodecanoyl chloride). Isolated yield 70.0%. As a reaction SMILES: P(Cl)(Cl)(Cl)(Cl)Cl.[F:7][C:8]([F:37])([C:12]([F:36])([F:35])[C:13]([F:34])([F:33])[C:14]([F:32])([F:31])[C:15]([F:30])([F:29])[C:16]([F:28])([F:27])[C:17]([F:26])([F:25])[C:18]([F:24])([F:23])[C:19]([F:22])([F:21])[F:20])[C:9](O)=[O:10].[ClH:38]>>[F:7][C:8]([F:37])([C:12]([F:36])([F:35])[C:13]([F:34])([F:33])[C:14]([F:32])([F:31])[C:15]([F:30])([F:29])[C:16]([F:28])([F:27])[C:17]([F:26])([F:25])[C:18]([F:24])([F:23])[C:19]([F:22])([F:21])[F:20])[C:9]([Cl:38])=[O:10]. Procedure: Phosphorus pentachloride (PCl5), (10.53 g, 50 mmol) was added in small portions to perfluorodecanoic acid (25 g, 49 mmol). Although the ensuing reaction was not too exothermic, HCl gas evolution was vigorous. The resulting solution was refluxed for three hours then a second portion of PCl5 (10.53 g, 50 mmol) was added and the mixture refluxed an additional two hours. Distillation afforded 18.25 g (70%) of perfluorodecanoyl chloride as a colorless liquid.